Dataset: the Open Reaction Database (ORD), a public repository of structured organic reaction records. Task: describe an organic reaction: reactants, conditions, products, and yield Starting materials: NC=1SC2=C(N1)C=CC(=C2)OC (2-amino-6-methoxybenzothiazole), [OH-].[K+] (potassium hydroxide). Solvent: C(C)(=O)O (acetic acid). Reaction conditions: time 1 hour. The product is NC1=C(C=C(C=C1)OC)S (2-Amino-5-methoxythiophenol). The yield is 81.0%. RXN SMILES: NC1[S:3][C:4]2[CH:10]=[C:9]([O:11][CH3:12])[CH:8]=[CH:7][C:5]=2[N:6]=1.[OH-].[K+]>C(O)(=O)C>[NH2:6][C:5]1[CH:7]=[CH:8][C:9]([O:11][CH3:12])=[CH:10][C:4]=1[SH:3] |f:1.2|. Procedure details: A solution of 2-amino-6-methoxybenzothiazole (36 g, 200 mmol; Aldrich Chemical Co.) and 400 ml 30% aqueous potassium hydroxide was refluxed for 16 h. The dark solution was cooled to 0° C. and neutralized to pH 6 with 50% aqueous acetic acid and stirred for 1 h. The resulting slurry was filtered and the product collected on the filter paper and dried (25.29 g, 81% yield). 1H NMR (DMSO-d6) δ 6.91-6.44 (m, 3H), 5.90 (br s, 2H). 3.52 (s, 3H). MS Da/e=154 (M-H). Reactants: BrBr (bromine), ClC1=CC=C(C=C1)SCC(C(C)=O)(C)C (1-(4-chlorophenylmercapto)-2,2-dimethyl-butan-3-one). The product is BrCC(C(CSC1=CC=C(C=C1)Cl)(C)C)=O (1-bromo-4-(4-chlorophenylmercapto)-3,3-dimethyl-butan-2-one). The yield is 98.7%. RXN SMILES: [Br:1]Br.[Cl:3][C:4]1[CH:9]=[CH:8][C:7]([S:10][CH2:11][C:12]([CH3:17])([CH3:16])[C:13](=[O:15])[CH3:14])=[CH:6][CH:5]=1>>[Br:1][CH2:14][C:13](=[O:15])[C:12]([CH3:17])([CH3:16])[CH2:11][S:10][C:7]1[CH:6]=[CH:5][C:4]([Cl:3])=[CH:9][CH:8]=1. Procedure: 64 g (0.4 mol) of bromine were slowly added to 97 g (0.4 mol) of 1-(4-chlorophenylmercapto)-2,2-dimethyl-butan-3-one at room temperature. The reaction mixture was worked up in a manner corresponding to that in Example 1. 127 g (99% of theory) of 1-bromo-4-(4-chlorophenylmercapto)-3,3-dimethyl-butan-2-one were obtained as a viscous oil. ##STR823## The reactants are C(=O)(OC(C)(C)C)OC(=O)OC(C)(C)C (di-tert-butyl dicarbonate), C#CC1=CC=C(C=C1)O (poly(p-hydroxystyrene)), O (water), Cl (hydrochloric acid). As a reaction SMILES: [C:1]([O:8][C:9]([O:11][C:12]([CH3:15])([CH3:14])[CH3:13])=[O:10])(OC(C)(C)C)=O.O.Cl.[CH:18]#[C:19][C:20]1[CH:25]=[CH:24][C:23]([OH:26])=[CH:22][CH:21]=1>N1C=CC=CC=1>[OH:26][C:23]1[CH:24]=[CH:25][C:20]([CH:19]=[CH2:18])=[CH:21][CH:22]=1.[C:12]([O:11][C:9]([O:8][C:1]1[CH:22]=[CH:21][C:20]([CH:25]=[CH2:24])=[CH:19][CH:18]=1)=[O:10])([CH3:13])([CH3:14])[CH3:15] |f:5.6|. The solvent is N1=CC=CC=C1 (pyridine). Yields the product OC1=CC=C(C=C)C=C1.C(C)(C)(C)OC(=O)OC1=CC=C(C=C)C=C1 (p-hydroxystyrene p-(tert-butoxycarbonyloxy)-styrene). Procedure: In 40 ml of pyridine was dissolved poly(p-hydroxystyrene) (VP-8000, manufactured by Nippon Soda Co., Ltd., weight average molecular weight: 11,000) and to the solution was added 1.28 g of di-tert-butyl dicarbonate at a room temperature with stirring. The solution was reacted at a room temperature for 3 hours and poured into a solution of one liter of ion-exchanged water and 20 g of concentrated hydrochloric acid. The powder thus-deposited was collected by filtration, washed with water and dried ... Reactants: ClC1=NC(=CC=2N1C=CN2)C=2C=NN(C2)C (5-chloro-7-(1-methyl-1H-pyrazol-4-yl)imidazo[1,2-c]pyrimidine), C(C)(C)[Si](N1C=C(C=C1)B(O)O)(C(C)C)C(C)C (1-(triisopropylsilyl)-1H-pyrrol-3-ylboronic acid), P(=O)([O-])([O-])[O-].[K+].[K+].[K+] (potassium phosphate). The reagents and catalysts are C=1C=CC(=CC1)[P](C=2C=CC=CC2)(C=3C=CC=CC3)[Pd]([P](C=4C=CC=CC4)(C=5C=CC=CC5)C=6C=CC=CC6)([P](C=7C=CC=CC7)(C=8C=CC=CC8)C=9C=CC=CC9)[P](C=1C=CC=CC1)(C=1C=CC=CC1)C=1C=CC=CC1 (tetrakis(triphenylphosphine)palladium). Run in O1CCOCC1 (dioxane). Run at temperature 75 celsius, time 8 hour. The product is CN1N=CC(=C1)C1=CC=2N(C(=N1)C1=CNC=C1)C=CN2 (7-(1-methyl-1H-pyrazol-4-yl)-5-(1H-pyrrol-3-yl)imidazo[1,2-c]pyrimidine). The yield is 129.6%. RXN SMILES: Cl[C:2]1[N:7]2[CH:8]=[CH:9][N:10]=[C:6]2[CH:5]=[C:4]([C:11]2[CH:12]=[N:13][N:14]([CH3:16])[CH:15]=2)[N:3]=1.C([Si](C(C)C)(C(C)C)[N:21]1[CH:25]=[CH:24][C:23](B(O)O)=[CH:22]1)(C)C.P([O-])([O-])([O-])=O.[K+].[K+].[K+]>C1C=CC([P]([Pd]([P](C2C=CC=CC=2)(C2C=CC=CC=2)C2C=CC=CC=2)([P](C2C=CC=CC=2)(C2C=CC=CC=2)C2C=CC=CC=2)[P](C2C=CC=CC=2)(C2C=CC=CC=2)C2C=CC=CC=2)(C2C=CC=CC=2)C2C=CC=CC=2)=CC=1.O1CCOCC1>[CH3:16][N:14]1[CH:15]=[C:11]([C:4]2[N:3]=[C:2]([C:23]3[CH:24]=[CH:25][NH:21][CH:22]=3)[N:7]3[CH:8]=[CH:9][N:10]=[C:6]3[CH:5]=2)[CH:12]=[N:13]1 |f:2.3.4.5,^1:46,48,67,86|. Procedure: To a flask charged with 5-chloro-7-(1-methyl-1H-pyrazol-4-yl)imidazo[1,2-c]pyrimidine (Preparation J; 0.150 g, 0.642 mmol), 1-(triisopropylsilyl)-1H-pyrrol-3-ylboronic acid (0.257 g, 0.963 mmol), and potassium phosphate (0.321 mL, 0.642 mmol) was added 6 mL of dioxane and argon was bubbled through the mixture for 15 minutes. Tetrakis(triphenylphosphine)palladium (0) (0.0742 g, 0.0642 mmol) was added and argon was bubbled through the reaction for 15 minutes. The flask was sealed under argon and t...